This data is from the Open Reaction Database (ORD), a public repository of structured organic reaction records. The task is: describe an organic reaction: reactants, conditions, products, and yield Starting materials: CC(=O)OC(C)=O, ClCCl, NCCCOc1ccc(F)cc1[N+](=O)[O-], O, c1ccncc1. Product: CC(=O)NCCCOc1ccc(F)cc1[N+](=O)[O-]. Reaction SMILES: [CH3:7][C:8](=[O:9])[O:10][C:11](=[O:12])[CH3:13].[Cl:14][CH2:15][Cl:16].[F:17][c:18]1[cH:19][c:20]([N+:29](=[O:30])[O-:31])[c:21]([O:22][CH2:23][CH2:24][CH2:25][NH2:26])[cH:27][cH:28]1.[OH2:32].[cH:1]1[cH:2][cH:3][n:4][cH:5][cH:6]1>>[CH3:7][C:8](=[O:9])[NH:26][CH2:25][CH2:24][CH2:23][O:22][c:21]1[c:20]([N+:29](=[O:30])[O-:31])[cH:19][c:18]([F:17])[cH:28][cH:27]1. The reactants are C(CCC)N(C1=CC=C(C=C1)C(=CC=O)C1=CC=C(C=C1)N(CCCC)CCCC)CCCC (3,3-bis(p-dibutylaminophenyl)acrolein), p-xylene-α,α' -diylbis(diethyl phosphonate), ice water, CC(C)([O-])C.[K+] (potassium tert-butoxide). Solvent: CN(C)C=O (DMF). Run at time 4 hour. The product is C(CCC)N(C1=CC=C(C=C1)C(=CC=CC1=CC=C(C=C1)C=CC=C(C1=CC=C(C=C1)N(CCCC)CCCC)C1=CC=C(C=C1)N(CCCC)CCCC)C1=CC=C(C=C1)N(CCCC)CCCC)CCCC (1,4-bis[4,4-bis(p-dibutylaminophenyl)-1,3-butadienyl]benzene). Yield: 59.7%. RXN SMILES: [CH2:1]([N:5]([CH2:31][CH2:32][CH2:33][CH3:34])[C:6]1[CH:11]=[CH:10][C:9]([C:12]([C:16]2[CH:21]=[CH:20][C:19]([N:22]([CH2:27][CH2:28][CH2:29][CH3:30])[CH2:23][CH2:24][CH2:25][CH3:26])=[CH:18][CH:17]=2)=[CH:13][CH:14]=O)=[CH:8][CH:7]=1)[CH2:2][CH2:3][CH3:4].[CH3:35][C:36]([CH3:39])([O-])[CH3:37].[K+]>CN(C=O)C>[CH2:1]([N:5]([CH2:31][CH2:32][CH2:33][CH3:34])[C:6]1[CH:11]=[CH:10][C:9]([C:12]([C:16]2[CH:21]=[CH:20][C:19]([N:22]([CH2:27][CH2:28][CH2:29][CH3:30])[CH2:23][CH2:24][CH2:25][CH3:26])=[CH:18][CH:17]=2)=[CH:13][CH:14]=[CH:35][C:36]2[CH:39]=[CH:39][C:36]([CH:35]=[CH:14][CH:13]=[C:12]([C:16]3[CH:17]=[CH:18][C:19]([N:22]([CH2:23][CH2:24][CH2:25][CH3:26])[CH2:27][CH2:28][CH2:29][CH3:30])=[CH:20][CH:21]=3)[C:9]3[CH:10]=[CH:11][C:6]([N:5]([CH2:31][CH2:32][CH2:33][CH3:34])[CH2:1][CH2:2][CH2:3][CH3:4])=[CH:7][CH:8]=3)=[CH:37][CH:37]=2)=[CH:8][CH:7]=1)[CH2:2][CH2:3][CH3:4] |f:1.2|. Procedure: In 100 ml of DMF were dissolved 2.21 g of 3,3-bis(p-dibutylaminophenyl)acrolein and 1.0 g of p-xylene-α,α' -diylbis(diethyl phosphonate), and then 0.59 g of potassium tert-butoxide was added to the solution at room temperature. Thereafter, the reaction was carried out for 4 hours at room temperature with stirring and the reaction mixture was poured into 100 ml of ice-water. Then, precipitates thus deposited were collected by filtration, dissolved in benzene, and separated and purified by silica ... Reactants: S(O)(O)(=O)=O (sulfuric acid), NC1=NC(=NN1)S (5-amino-3-mercapto-1,2,4-triazole), ClCl (chlorine), ClCl (chlorine). Run in Cl (hydrochloric acid). Reaction conditions: temperature 18 celsius. Product: NC1=NC(=NN1)S(=O)(=O)Cl (5-Amino-3-chlorosulfonyl -1,2,4-triazole). RXN SMILES: [S:1](=[O:5])(=O)(O)[OH:2].[NH2:6][C:7]1[NH:11][N:10]=[C:9](S)[N:8]=1.[Cl:13]Cl>Cl>[NH2:6][C:7]1[NH:11][N:10]=[C:9]([S:1]([Cl:13])(=[O:5])=[O:2])[N:8]=1. Reported procedure: A 1 liter bottom draining glass reactor fitted with a fritted glass gas inlet tube, a gas outlet with a sulfuric acid scrubber, a paddle stirrer, a thermometer, and a jacket connected to a recirculating temperature regulated bath maintained at 18° C. A mixture containing 116 g (1.0 mole) of 5-amino-3-mercapto-1,2,4-triazole and 800 ml of 20 percent aqueous hydrochloric acid (made from 432 ml of 37 percent hydrochloric acid and 368 ml of water) was placed in the reactor and 222 g (3.13 moles) of ... Starting materials: CN(C)C=O, O=[N+]([O-])c1ccc(O)cc1F, [H-], [Na+], O, O=S(=O)(OCC(F)(F)F)C(F)(F)F. Yields the product O=[N+]([O-])c1ccc(OCC(F)(F)F)cc1F. As a reaction SMILES: [CH3:28][N:29]([CH3:30])[CH:31]=[O:32].[F:1][c:2]1[cH:3][c:4]([OH:11])[cH:5][cH:6][c:7]1[N+:8](=[O:9])[O-:10].[H-:12].[Na+:13].[OH2:27].[S:14]([O:15][CH2:22][C:23]([F:24])([F:25])[F:26])([C:16]([F:17])([F:18])[F:19])(=[O:20])=[O:21]>>[F:1][c:2]1[cH:3][c:4]([O:11][CH2:22][C:23]([F:24])([F:25])[F:26])[cH:5][cH:6][c:7]1[N+:8](=[O:9])[O-:10]. Solvent: C1CCOC1 (THF). Procedure: For example, bromo pyridine (Apollo) 11.6 is treated with amine 10.7 in the presence of cesium carbonate in THF or alternative solvent at reflux to give the amine 11.7. The amine is then converted to the sulfonyl chloride 11.9 through the intermediate chloride 11.8 as described in Scheme 10. Using the above procedures, but employing, in place of the amino alkyl phosphonate 10.7, different alkyl phosphonates 10.6, and in place of the pyridine 11.6 different halo pyridines 11.1, the corresponding ... Yields the product BrC=1C(=C(C(=CC1)C)O)C (3-bromo-2,6-dimethylphenol). RXN SMILES: [Br:1][C:2]1[CH:7]=[CH:6][CH:5]=[CH:4]N=1.[CH3:8][CH2:9][CH2:10]CCCCCCCN.C(=O)([O-])[O-:20].[Cs+].[Cs+]>C1COCC1>[Br:1][C:2]1[C:9]([CH3:8])=[C:10]([OH:20])[C:5]([CH3:4])=[CH:6][CH:7]=1 |f:2.3.4|. Reactants: BrC1=NC=CC=C1 (bromo pyridine), CCCCCCCCCCN (amine 10), C([O-])([O-])=O.[Cs+].[Cs+] (cesium carbonate). Starting materials: O\N=C(\C1=CC=C(C=C1)OC1=CC=NC=C1)/N ((Z)-N′-Hydroxy-4-(pyridin-4-yloxy)benzamidine), C(C1=CC=CC=C1)OC1=CC=C(C(=O)Cl)C=C1 (4-benzyloxybenzoyl chloride). The solvent is N1=CC=CC=C1 (pyridine). The product is C(C1=CC=CC=C1)OC1=CC=C(C=C1)C1=NC(=NO1)C1=CC=C(OC2=CC=NC=C2)C=C1 (4-(4-(5-(4-(benzyloxy)phenyl)-1,2,4-oxadiazol-3-yl)phenoxy)pyridine). The yield is 27.0%. Reaction SMILES: [OH:1]/[N:2]=[C:3](\[NH2:17])/[C:4]1[CH:9]=[CH:8][C:7]([O:10][C:11]2[CH:16]=[CH:15][N:14]=[CH:13][CH:12]=2)=[CH:6][CH:5]=1.[CH2:18]([O:25][C:26]1[CH:34]=[CH:33][C:29]([C:30](Cl)=O)=[CH:28][CH:27]=1)[C:19]1[CH:24]=[CH:23][CH:22]=[CH:21][CH:20]=1>N1C=CC=CC=1>[CH2:18]([O:25][C:26]1[CH:27]=[CH:28][C:29]([C:30]2[O:1][N:2]=[C:3]([C:4]3[CH:5]=[CH:6][C:7]([O:10][C:11]4[CH:16]=[CH:15][N:14]=[CH:13][CH:12]=4)=[CH:8][CH:9]=3)[N:17]=2)=[CH:33][CH:34]=1)[C:19]1[CH:20]=[CH:21][CH:22]=[CH:23][CH:24]=1. Procedure: (Z)-N′-Hydroxy-4-(pyridin-4-yloxy)benzamidine (20 mg, 88 μmol) and 4-benzyloxybenzoyl chloride (28 mg, 114 μmol) were suspended in pyridine (5.0 mL). The solution was refluxed for 21 hours, cooled to room temperature and the solvent was removed under reduced pressure. The solid residue was purified by silica gel column chromatography to give the product as a white solid (10 mg, 27%). 1H NMR (500 MHz, CDCL3) δ(ppm): 5.18 (2H, s), 6.55 (2H, d, J=7.8 Hz), 7.14 (2H, d, J=9.0 Hz), 7.36-7.47 (5H, m), ... Starting materials: O[C@@H](CC(=O)OC(C)(C)C)C[C@@H](CO)O ((3R,5S) t-butyl 3,5,6-trihydroxyhexanoate), C(=C)CC(=O)[O-] (vinylacetate). Run in O1CCCC1 (tetrahydrofuran). Run at time 3 hour. Product: C(C)(=O)OC[C@H](C[C@H](CC(=O)OC(C)(C)C)O)O ((3R,5S) t-butyl 6-acetoxy-3,5-dihydroxyhexanoate). Reaction SMILES: [OH:1][C@H:2]([CH2:11][C@H:12]([OH:15])[CH2:13][OH:14])[CH2:3][C:4]([O:6][C:7]([CH3:10])([CH3:9])[CH3:8])=[O:5].C([CH2:18][C:19]([O-])=[O:20])=C>O1CCCC1>[C:19]([O:14][CH2:13][C@@H:12]([OH:15])[CH2:11][C@@H:2]([OH:1])[CH2:3][C:4]([O:6][C:7]([CH3:10])([CH3:8])[CH3:9])=[O:5])(=[O:20])[CH3:18]. Procedure details: To a stirred 11 round bottom flask 700 ml tetrahydrofuran and 70.7 g (0.32 mol) of (3R,5S) t-butyl 3,5,6-trihydroxyhexanoate, 41 ml (0.46 mol) vinylacetate and 6.3 g of the supported lipase Chirazyme L2′ were charged. After 3 hours stirring at ambient temperature the lipase was removed by screening and the volatiles removed by distillation under vacuum. The mass of crude oil was 78.7 g and the major component was determined to be (3R,5S) t-butyl 6-acetoxy-3,5-dihydroxyhexanoate. This material wa...